describe an organic reaction: reactants, conditions, products, and yield From a dataset of the Open Reaction Database (ORD), a public repository of structured organic reaction records. The reactants are [OH-].[Na+] (NaOH), C(C)(=O)NC1=C(C=CC=C1NC(C)=O)O (2,3-diacetamidophenol), Cl (HCl). Yields the product OC1=CC=CC=2N=C(NC21)C (4-hydroxy-2-methylbenzimidazole). Reaction SMILES: [OH-].[Na+].C([NH:6][C:7]1[C:12]([NH:13][C:14](=O)[CH3:15])=[CH:11][CH:10]=[CH:9][C:8]=1[OH:17])(=O)C.Cl>>[OH:17][C:8]1[C:7]2[NH:6][C:14]([CH3:15])=[N:13][C:12]=2[CH:11]=[CH:10][CH:9]=1 |f:0.1|. Reported procedure: To a solution of 6.8M NaOH 15.8 g (0.076 mol) of 2,3-diacetamidophenol was added and the mixture was heated under reflux for 2 h. Upon cooling the pH of the solution was adjusted to 8.5 with 2M HCl. The solid was filtered off, washed with water and dried to give 7.6 g of the title compound. The reactants are ice water, C1(=CC=C(C=C1)S(=O)(=O)Cl)C (p-toluenesulfonyl chloride), ON=C1CC(C2=CC=CC=C12)C1=CC=CC=C1 (2,3-dihydro-1-(hydroxyimino)-3-phenyl-1H-indene). Solvent: N1=CC=CC=C1 (pyridine), N1=CC=CC=C1 (pyridine). Reaction conditions: time 8 hour. Product: CC1=CC=C(C=C1)S(=O)(=O)ON=C1CC(C2=CC=CC=C12)C1=CC=CC=C1 (2,3-Dihydro-1-[(4-methylphenyl)sulfonyloximino]-3-phenyl-1H-indene). Reaction SMILES: [C:1]1([CH3:11])[CH:6]=[CH:5][C:4]([S:7](Cl)(=[O:9])=[O:8])=[CH:3][CH:2]=1.[OH:12][N:13]=[C:14]1[C:22]2[C:17](=[CH:18][CH:19]=[CH:20][CH:21]=2)[CH:16]([C:23]2[CH:28]=[CH:27][CH:26]=[CH:25][CH:24]=2)[CH2:15]1>N1C=CC=CC=1>[CH3:11][C:1]1[CH:6]=[CH:5][C:4]([S:7]([O:12][N:13]=[C:14]2[C:22]3[C:17](=[CH:18][CH:19]=[CH:20][CH:21]=3)[CH:16]([C:23]3[CH:24]=[CH:25][CH:26]=[CH:27][CH:28]=3)[CH2:15]2)(=[O:9])=[O:8])=[CH:3][CH:2]=1. Procedure: A solution of p-toluenesulfonyl chloride (102.2 g) in pyridine (140 ml) was added dropwise at 5°-10° to 2,3-dihydro-1-(hydroxyimino)-3-phenyl-1H-indene (60 g) in 270 ml pyridine. The reaction mixture was then stirred for 8 hours at room temperature, poured into ice-water to separate out the title compound, which was filtered, washed several times with water, then once with ether, and finally dried in air. Yield: 96.5 g; m.p. 123°-127°. Starting materials: C[Si](C)(C)CCOCn1ccc2c(Br)ccnc21, O=C([O-])[O-], CC1(C)OB(c2cn[nH]c2)OC1(C)C, CCOC(C)=O, [K+], [K+], CN(C)C=O, O, [Pd], c1ccc(P(c2ccccc2)c2ccccc2)cc1, c1ccc(P(c2ccccc2)c2ccccc2)cc1, c1ccc(P(c2ccccc2)c2ccccc2)cc1, c1ccc(P(c2ccccc2)c2ccccc2)cc1. Product: C[Si](C)(C)CCOCn1ccc2c(-c3cn[nH]c3)ccnc21. Reaction SMILES: [Br:1][c:2]1[c:3]2[c:4]([n:5][cH:6][cH:7]1)[n:8]([CH2:11][O:12][CH2:13][CH2:14][Si:15]([CH3:16])([CH3:17])[CH3:18])[cH:9][cH:10]2.[C:38](=[O:39])([O-:40])[O-:41].[CH3:19][C:20]1([CH3:21])[C:22]([CH3:23])([CH3:24])[O:25][B:26]([c:27]2[cH:28][n:29][nH:30][cH:31]2)[O:32]1.[CH3:45][CH2:46][O:47][C:48](=[O:49])[CH3:50].[K+:42].[K+:43].[O:33]=[CH:34][N:35]([CH3:36])[CH3:37].[OH2:44].[Pd:51].[c:109]1([P:110]([c:111]2[cH:112][cH:113][cH:114][cH:115][cH:116]2)[c:117]2[cH:118][cH:119][cH:120][cH:121][cH:122]2)[cH:123][cH:124][cH:125][cH:126][cH:127]1.[c:52]1([P:53]([c:54]2[cH:55][cH:56][cH:57][cH:58][cH:59]2)[c:60]2[cH:61][cH:62][cH:63][cH:64][cH:65]2)[cH:66][cH:67][cH:68][cH:69][cH:70]1.[c:71]1([P:72]([c:73]2[cH:74][cH:75][cH:76][cH:77][cH:78]2)[c:79]2[cH:80][cH:81][cH:82][cH:83][cH:84]2)[cH:85][cH:86][cH:87][cH:88][cH:89]1.[c:90]1([P:91]([c:92]2[cH:93][cH:94][cH:95][cH:96][cH:97]2)[c:98]2[cH:99][cH:100][cH:101][cH:102][cH:103]2)[cH:104][cH:105][cH:106][cH:107][cH:108]1>>[c:2]1(-[c:27]2[cH:28][nH:29][n:30][cH:31]2)[c:3]2[c:4]([n:5][cH:6][cH:7]1)[n:8]([CH2:11][O:12][CH2:13][CH2:14][Si:15]([CH3:16])([CH3:17])[CH3:18])[cH:9][cH:10]2. Starting materials: BrC1=C(C=C(C=C1)N1C(C2=CC=C(C=C2C=C1)OC[C@@H]1OCCC1)=O)F (2-(4-bromo-3-fluorophenyl)-6-[(R)-1-(tetrahydrofuran-2-yl)methoxy]-2H-isoquinolin-1-one), C=1C=CC(=CC1)P(C=2C=CC=CC2)C3=CC=C4C=CC=CC4=C3C5=C6C=CC=CC6=CC=C5P(C=7C=CC=CC7)C=8C=CC=CC8 (BINAP), C([O-])([O-])=O.[Cs+].[Cs+] (cesium carbonate), C(C)(C)(C)OC(NC1CNCC1)=O (pyrrolidin-3-yl-carbamic acid tert-butyl ester). The reagents and catalysts are C(C)(=O)[O-].[Pd+2].C(C)(=O)[O-] (palladium(II) acetate). Run in C1(=CC=CC=C1)C (toluene), C(C)(=O)OCC (ethyl acetate). Run at temperature 100 celsius, time 18 hour. The product is C(C)(C)(C)OC(NC1CN(CC1)C1=C(C=C(C=C1)N1C(C2=CC=C(C=C2C=C1)OC[C@@H]1OCCC1)=O)F)=O ([1-(2-Fluoro-4-{1-oxo-6-[(R)-1-(tetrahydrofuran-2-yl)methoxy]-1H-isoquinolin-2-yl}-phenyl)-pyrrolidin-3-yl]-carbamic acid tert-butyl ester). RXN SMILES: Br[C:2]1[CH:7]=[CH:6][C:5]([N:8]2[CH:17]=[CH:16][C:15]3[C:10](=[CH:11][CH:12]=[C:13]([O:18][CH2:19][C@H:20]4[CH2:24][CH2:23][CH2:22][O:21]4)[CH:14]=3)[C:9]2=[O:25])=[CH:4][C:3]=1[F:26].C1C=CC(P(C2C(C3C(P(C4C=CC=CC=4)C4C=CC=CC=4)=CC=C4C=3C=CC=C4)=C3C(C=CC=C3)=CC=2)C2C=CC=CC=2)=CC=1.C(=O)([O-])[O-].[Cs+].[Cs+].[C:79]([O:83][C:84](=[O:91])[NH:85][CH:86]1[CH2:90][CH2:89][NH:88][CH2:87]1)([CH3:82])([CH3:81])[CH3:80]>C1(C)C=CC=CC=1.C(OCC)(=O)C.C([O-])(=O)C.[Pd+2].C([O-])(=O)C>[C:79]([O:83][C:84](=[O:91])[NH:85][CH:86]1[CH2:90][CH2:89][N:88]([C:2]2[CH:7]=[CH:6][C:5]([N:8]3[CH:17]=[CH:16][C:15]4[C:10](=[CH:11][CH:12]=[C:13]([O:18][CH2:19][C@H:20]5[CH2:24][CH2:23][CH2:22][O:21]5)[CH:14]=4)[C:9]3=[O:25])=[CH:4][C:3]=2[F:26])[CH2:87]1)([CH3:82])([CH3:80])[CH3:81] |f:2.3.4,8.9.10|. Reported procedure: A mixture of 2-(4-bromo-3-fluorophenyl)-6-[(R)-1-(tetrahydrofuran-2-yl)methoxy]-2H-isoquinolin-1-one (75 mg), palladium(II) acetate (3 mg), BINAP (14 mg), cesium carbonate (82 mg) and pyrrolidin-3-yl-carbamic acid tert-butyl ester (48 mg) in degassed toluene (2 mL) was stirred for 18 h at 100° C. The mixture was diluted with ethyl acetate, filtered and the filtrate was concentrated. The residue was purified by preparative HPLC. In this way the product was obtained with molecular weight 523.61 (C... The reactants are [H-].[Al+3].[Li+].[H-].[H-].[H-] (lithium aluminum hydride), FC(C(F)(F)F)(C1=CC=C(C#N)C=C1)F (4-pentafluoroethylbenzonitrile), O (water). The solvent is C(C)OCC (diethyl ether), C(C)OCC (diethyl ether). Reaction conditions: time 30 minute. Yields the product FC(C(F)(F)F)(C1=CC=C(CN)C=C1)F (4-pentafluoroethylbenzylamine). Yield: 100.3%. RXN SMILES: [H-].[Al+3].[Li+].[H-].[H-].[H-].[F:7][C:8]([F:21])([C:13]1[CH:20]=[CH:19][C:16]([C:17]#[N:18])=[CH:15][CH:14]=1)[C:9]([F:12])([F:11])[F:10].O>C(OCC)C>[F:7][C:8]([F:21])([C:13]1[CH:20]=[CH:19][C:16]([CH2:17][NH2:18])=[CH:15][CH:14]=1)[C:9]([F:10])([F:12])[F:11] |f:0.1.2.3.4.5|. Procedure details: 0.79 g of lithium aluminum hydride was suspended in 50 ml of diethyl ether, and a solution of 4.6 g of 4-pentafluoroethylbenzonitrile in 30 ml of diethyl ether was added dropwise. After the addition, the mixture was stirred at room temperature for 30 minutes, and 5 ml of water was added dropwise over 30 minutes. The insoluble matter was removed by filtration. The ether layer was dried, and then diethyl ether was evaporated under reduced pressure to give 4.7 g of the desired 4-pentafluoroethylben...